Dataset: the Open Reaction Database (ORD), a public repository of structured organic reaction records. Task: describe an organic reaction: reactants, conditions, products, and yield Conditions: temperature 0 celsius, time 4 hour. The solvent is C(Cl)Cl (DCM). RXN SMILES: [O:1]=[C:2]1[N:8]([CH:9]2[CH2:14][CH2:13][N:12]([C:15]([O:17][C@H:18]([CH2:28][C:29]3[CH:38]=[C:37]([CH3:39])[C:32]4[NH:33][C:34](=[O:36])[O:35][C:31]=4[CH:30]=3)[C:19](=[O:27])[N:20]3[CH2:25][CH2:24][C:23](=O)[CH2:22][CH2:21]3)=[O:16])[CH2:11][CH2:10]2)[CH2:7][CH2:6][C:5]2[CH:40]=[CH:41][CH:42]=[CH:43][C:4]=2[NH:3]1.[NH:44]1[CH2:49][CH2:48][S:47](=[O:50])[CH2:46][CH2:45]1.CC(O)=O.C(O[BH-](OC(=O)C)OC(=O)C)(=O)C.[Na+]>C(Cl)Cl>[O:1]=[C:2]1[N:8]([CH:9]2[CH2:10][CH2:11][N:12]([C:15]([O:17][C@H:18]([CH2:28][C:29]3[CH:38]=[C:37]([CH3:39])[C:32]4[NH:33][C:34](=[O:36])[O:35][C:31]=4[CH:30]=3)[C:19](=[O:27])[N:20]3[CH2:21][CH2:22][CH:23]([N:44]4[CH2:49][CH2:48][S:47](=[O:50])[CH2:46][CH2:45]4)[CH2:24][CH2:25]3)=[O:16])[CH2:13][CH2:14]2)[CH2:7][CH2:6][C:5]2[CH:40]=[CH:41][CH:42]=[CH:43][C:4]=2[NH:3]1 |f:3.4|. Reactants: O=C1NC2=C(CCN1C1CCN(CC1)C(=O)O[C@@H](C(N1CCC(CC1)=O)=O)CC1=CC3=C(NC(O3)=O)C(=C1)C)C=CC=C2 ((R)-1-(4-methyl-2-oxo-2,3-dihydro-benzoxazol-6-ylmethyl)-2-oxo-2-(4-oxo-piperidin-1-yl)-ethyl 4-(2-oxo-1,2,4,5-tetrahydro-1,3-benzodiazepin-3-yl)-piperidine-1-carboxylate), N1CCS(CC1)=O (thiomorpholin-1-oxide), CC(=O)O (AcOH), C(C)(=O)O[BH-](OC(C)=O)OC(C)=O.[Na+] (sodium triacetoxyborohydride). Reported procedure: A solution of 80 mg (0.14 mmol) (R)-1-(4-methyl-2-oxo-2,3-dihydro-benzoxazol-6-ylmethyl)-2-oxo-2-(4-oxo-piperidin-1-yl)-ethyl 4-(2-oxo-1,2,4,5-tetrahydro-1,3-benzodiazepin-3-yl)-piperidine-1-carboxylate and 32 mg (0.27 mmol) thiomorpholin-1-oxide in 5 mL DCM was stirred overnight at RT. After the solution had been cooled to 0° C., 15 μL (0.27 mmol) of AcOH and 50 mg (0.33 mmol) of sodium triacetoxyborohydride were added and the reaction mixture was stirred for 4 h at this temperature. It was eva... Product: O=C1NC2=C(CCN1C1CCN(CC1)C(=O)O[C@@H](C(N1CCC(CC1)N1CCS(CC1)=O)=O)CC1=CC3=C(NC(O3)=O)C(=C1)C)C=CC=C2 ((R)-1-(4-methyl-2-oxo-2,3-dihydro-benzoxazol-6-ylmethyl)-2-oxo-2-[4-(1-oxo-1λ4-thiomorpho-lin-4-yl)-piperidin-1-yl]-ethyl 4-(2-oxo-1,2,4,5-tetrahydro-1,3-benzodiazepin-3-yl)-piperidine-1-carboxylate). Reactants: [H][H] (hydrogen), OC1=CC=C(OC2=CC=C(C=C2)[N+](=O)[O-])C=C1 (1-(4-Hydroxyphenoxy)-4-nitrobenzene), C (charcoal), C1CCOC1 (THF). Reagents/catalysts: [Pt] (platinum). The solvent is C(C)(=O)OCC (ethyl acetate). Product: NC1=CC=C(OC2=CC=C(C=C2)O)C=C1 (4-(4-aminophenoxy)phenol). Isolated yield 96.2%. As a reaction SMILES: [OH:1][C:2]1[CH:17]=[CH:16][C:5]([O:6][C:7]2[CH:12]=[CH:11][C:10]([N+:13]([O-])=O)=[CH:9][CH:8]=2)=[CH:4][CH:3]=1.C.C1COCC1.[H][H]>[Pt].C(OCC)(=O)C>[NH2:13][C:10]1[CH:11]=[CH:12][C:7]([O:6][C:5]2[CH:16]=[CH:17][C:2]([OH:1])=[CH:3][CH:4]=2)=[CH:8][CH:9]=1. Procedure details: 1-(4-Hydroxyphenoxy)-4-nitrobenzene X (8.93 g, 38.62 mmol), 0.5% platinum catalyst on activated charcoal (1.5 g), THF (100 mL), and ethyl acetate (20 mL) were charged into a 250 mL hydrogenation vessel. Hydrogenation was carried out under 60 psi of hydrogen at room temperature for 16 hr. The reaction mixture was filtered and the organic solvents were removed under reduced pressure at 40° C. to give 4-(4-aminophenoxy)phenol XI (8.10 g, 96.2% yield), mp 130°-4° C. The IR and 1H-NMR spectra agreed ... Reactants: C1(CC1)COC=1C(=NC(=NC1)S(=O)(=O)C)C1=CN(C(C2=CC=C(C=C12)F)=O)C (4-[5-(cyclopropylmethoxy)-2-methylsulfonylpyrimidin-4-yl]-6-fluoro-2-methylisoquinolin-1-one), C(C)S(=O)(=O)N (EtSO2NH2), ClC1=NC(=NC=C1OCC1CC1)S(=O)(=O)C (4-chloro-5-(cyclopropylmethoxy)-2-methylsulfonylpyrimidine), BrC1=CN(C(C2=CC=C(C=C12)F)=O)C (4-bromo-6-fluoro-2-methylisoquinolin-1-one), CC1(OB(OC1(C)C)B1OC(C(O1)(C)C)(C)C)C (4,4,5,5-tetramethyl-2-(tetramethyl-1,3,2-dioxaborolan-2-yl)-1,3,2-dioxaborolane), FC=1C=C2C(=CN(C(C2=CC1)=O)C)B1OC(C(O1)(C)C)(C)C (6-fluoro-2-methyl-4-(4,4,5,5-tetramethyl-1,3,2-dioxaborolan-2-yl)isoquinolin-1-one). Yields the product C1(CC1)COC=1C(=NC(=NC1)NS(=O)(=O)CC)C1=CN(C(C2=CC=C(C=C12)F)=O)C (N-[5-(cyclopropylmethoxy)-4-(6-fluoro-2-methyl-1-oxoisoquinolin-4-yl)pyrimidin-2-yl]ethanesulfonamide). As a reaction SMILES: BrC1C2C(=CC=C(F)C=2)C(=O)N(C)C=1.CC1(C)C(C)(C)OB(B2OC(C)(C)C(C)(C)O2)O1.FC1C=C2C(=CC=1)C(=O)N(C)C=C2B1OC(C)(C)C(C)(C)O1.ClC1C(OCC2CC2)=CN=C(S(C)(=O)=O)N=1.[CH:71]1([CH2:74][O:75][C:76]2[C:77]([C:86]3[C:95]4[C:90](=[CH:91][CH:92]=[C:93]([F:96])[CH:94]=4)[C:89](=[O:97])[N:88]([CH3:98])[CH:87]=3)=[N:78][C:79](S(C)(=O)=O)=[N:80][CH:81]=2)[CH2:73][CH2:72]1.[CH2:99]([S:101]([NH2:104])(=[O:103])=[O:102])[CH3:100]>>[CH:71]1([CH2:74][O:75][C:76]2[C:77]([C:86]3[C:95]4[C:90](=[CH:91][CH:92]=[C:93]([F:96])[CH:94]=4)[C:89](=[O:97])[N:88]([CH3:98])[CH:87]=3)=[N:78][C:79]([NH:104][S:101]([CH2:99][CH3:100])(=[O:103])=[O:102])=[N:80][CH:81]=2)[CH2:72][CH2:73]1. Procedure: The title compound of Example 47, step 2 was treated with 4,4,5,5-tetramethyl-2-(tetramethyl-1,3,2-dioxaborolan-2-yl)-1,3,2-dioxaborolane in a manner similar to Example 89, step 1 and the resulting 6-fluoro-2-methyl-4-(4,4,5,5-tetramethyl-1,3,2-dioxaborolan-2-yl)isoquinolin-1-one was coupled to the title compound of Example 152, step 4 in a manner similar to Example 152, step 5 and the resulting 4-[5-(cyclopropylmethoxy)-2-methylsulfonylpyrimidin-4-yl]-6-fluoro-2-methylisoquinolin-1-one was trea... Reactants: COC(N(C)C)OC (DMF-DMA), CC1=C(C=CC=C1[N+](=O)[O-])C(F)(F)F (2-methyl-3-nitrobenzotrifluoride), O (water). Solvent: CN(C=O)C (N,N-dimethylformamide). Conditions: temperature 110 celsius. Product: CN(\C=C\C1=C(C=CC=C1C(F)(F)F)[N+](=O)[O-])C (dimethyl[(E)-2-(2-nitro-6-trifluoromethylphenyl)vinyl]amine). RXN SMILES: CO[CH:3](OC)[N:4]([CH3:6])[CH3:5].[CH3:9][C:10]1[C:15]([N+:16]([O-:18])=[O:17])=[CH:14][CH:13]=[CH:12][C:11]=1[C:19]([F:22])([F:21])[F:20].O>CN(C)C=O>[CH3:5][N:4]([CH3:6])/[CH:3]=[CH:9]/[C:10]1[C:11]([C:19]([F:22])([F:21])[F:20])=[CH:12][CH:13]=[CH:14][C:15]=1[N+:16]([O-:18])=[O:17]. Reported procedure: 3.5 ml of DMF-DMA (N,N-dimethylformamide-dimethyl acetal) are added to a solution of 1 g of 2-methyl-3-nitrobenzotrifluoride in 6 ml of N,N-dimethylformamide. The reaction medium is heated at 110° C. until the starting material has disappeared, then poured into water and extracted with ethyl acetate. The organic phases are washed successively with a 10% sodium bicarbonate solution, a 10% ammonium chloride solution and a saturated sodium chloride solution, dried over magnesium sulfate and filtere... As a reaction SMILES: [C:1]1([CH2:7][CH2:8][CH2:9][CH2:10][CH2:11][CH2:12][CH2:13][CH2:14][CH2:15][CH2:16][NH:17][C:18]2[CH:28]=[CH:27][C:21]([C:22]([O:24]CC)=[O:23])=[CH:20][CH:19]=2)[CH:6]=[CH:5][CH:4]=[CH:3][CH:2]=1.[OH-].[K+].C(O)C.O.Cl>O>[C:1]1([CH2:7][CH2:8][CH2:9][CH2:10][CH2:11][CH2:12][CH2:13][CH2:14][CH2:15][CH2:16][NH:17][C:18]2[CH:19]=[CH:20][C:21]([C:22]([OH:24])=[O:23])=[CH:27][CH:28]=2)[CH:2]=[CH:3][CH:4]=[CH:5][CH:6]=1 |f:1.2,3.4|. Procedure: A mixture of 7.0 g. of ethyl p-[(10-phenyldecyl)amino]benzoate (prepared as described in Example 28), 7 g. of potassium hydroxide and 100 ml. of ethanol-water (9:1) is refluxed for 3.5 hours. The mixture is acidified while hot with concentrated hydrochloric acid, diluted with water, cooled and filtered to give white crystals, m.p. 80°-87° C. Recrystallization from ethanol gives white crystals m.p. 96°-98° C. Run in O (water). Reactants: C1(=CC=CC=C1)CCCCCCCCCCNC1=CC=C(C(=O)OCC)C=C1 (ethyl p-[(10-phenyldecyl)amino]benzoate), Cl (hydrochloric acid), [OH-].[K+] (potassium hydroxide), C(C)O.O (ethanol water). The product is C1(=CC=CC=C1)CCCCCCCCCCNC1=CC=C(C(=O)O)C=C1 (p-[(10-Phenyldecyl)amino]benzoic Acid). RXN SMILES: [CH3:1][NH:2][C:3]([CH2:4][C:5]1=[CH:9][S:8][C:7]2=[C:10]([C:14](=[O:15])[O:16][CH:17]([CH3:18])[CH3:19])[CH:11]([CH3:13])[CH2:12][N:6]12)=[O:20].[CH3:25][OH:26].[CH:21]([Cl:22])([Cl:23])[Cl:24]>>[CH3:1][NH:2][C:3]([CH:4]=[C:5]1[N:6]2[C:7](=[C:10]([C:14](=[O:15])[O:16][CH:17]([CH3:18])[CH3:19])[CH:11]([CH3:13])[CH2:12]2)[S:8][CH2:9]1)=[O:20]. The reactants are CNC(=O)CC1=CSC2=C(C(=O)OC(C)C)C(C)CN12, CO, ClC(Cl)Cl. Yields the product CNC(=O)C=C1CSC2=C(C(=O)OC(C)C)C(C)CN12. Reported procedure: A solution of sodium 2-oxo-4-phenyl butanoate (2.0 g, 10 mmol) and sodium formate (0.82 g, 12 mmol) in Tris buffer (5 mM, pH adjusted to 6.0 with 2M HCl; 250 ml) was deoxygenated by bubbling through nitrogen for 30 minutes. NADH (0.35 g, 0.5 mmol), dithiothreitol (25 μl of a 1M aqueous solution), formate dehydrogenase from yeast (Boehringer, 50 mg, 33 U) and S-lactate dehydrogenase from Bacillus stearothermophilus, (Genzyme, 96 mg lyphilised powder≡13 mg protein, 5600 U) were added successively ... The yield is 77.0%. As a reaction SMILES: [CH:1]([O-:3])=[O:2].[Na+].Cl.C1N=C(N)C2N=CN([C@@H]3O[C@H](COP(OP(OC[C@H]4O[C@@H](N5C=[C:40]([C:42](N)=[O:43])[CH2:39][CH:38]=[CH:37]5)[C@H](O)[C@@H]4O)(O)=O)(O)=O)[C@@H](O)[C@H]3O)C=2N=1.S[CH2:51][C@H:52]([C@@H:54]([CH2:56]S)O)O.C([O-])=O.[Cl-].[Na+]>C(O)C(N)(CO)CO.[Cl-].[Na+].O.C(OCC)(=O)C>[OH:43][C@@H:42]([CH2:40][CH2:39][C:38]1[CH:37]=[CH:56][CH:54]=[CH:52][CH:51]=1)[C:1]([OH:3])=[O:2] |f:0.1,6.7,9.10.11|. The solvent is [Cl-].[Na+].O (brine), C(C)(=O)OCC (ethyl acetate), C(C(CO)(CO)N)O (Tris). Yields the product O[C@H](C(=O)O)CCC1=CC=CC=C1 ((S)-2-hydroxy-4-phenyl butanoic acid). Starting materials: C=1N=C(C2=C(N1)N(C=N2)[C@H]3[C@@H]([C@@H]([C@H](O3)COP(=O)(O)OP(=O)(O)OC[C@@H]4[C@H]([C@H]([C@@H](O4)N5C=CCC(=C5)C(=O)N)O)O)O)O)N (NADH), SC[C@@H](O)[C@H](O)CS (dithiothreitol), aqueous solution, C(=O)[O-] (formate), S-lactate, sodium 2-oxo-4-phenyl butanoate, [Cl-].[Na+] (sodium chloride), Cl (HCl), C(=O)[O-].[Na+] (sodium formate), Cl (HCl).